Dataset: the Open Reaction Database (ORD), a public repository of structured organic reaction records. Task: describe an organic reaction: reactants, conditions, products, and yield The reactants are CC1=C(C)CC(O)C1, CC(C)=CC1C(C(=O)Cl)C1(C)C, Cc1ccccc1, Cc1cc(C(C)(C)C)c(O)c(C(C)(C)C)c1, c1ccncc1. The product is CC(C)=CC1C(C(=O)OC2CC(C)=C(C)C2)C1(C)C. Reaction SMILES: [CH3:1][C:2]1=[C:6]([CH3:7])[CH2:5][CH:4]([OH:8])[CH2:3]1.[CH3:31][C:32]1([CH3:42])[CH:33]([C:39](=[O:40])[Cl:41])[CH:34]1[CH:35]=[C:36]([CH3:37])[CH3:38].[CH3:43][c:44]1[cH:45][cH:46][cH:47][cH:48][cH:49]1.[CH3:9][c:10]1[cH:11][c:12]([C:13]([CH3:14])([CH3:15])[CH3:16])[c:17]([OH:18])[c:19]([C:20]([CH3:21])([CH3:22])[CH3:23])[cH:24]1.[cH:25]1[cH:26][cH:27][n:28][cH:29][cH:30]1>>[CH3:1][C:2]1=[C:6]([CH3:7])[CH2:5][CH:4]([O:8][C:39]([CH:33]2[C:32]([CH3:31])([CH3:42])[CH:34]2[CH:35]=[C:36]([CH3:37])[CH3:38])=[O:40])[CH2:3]1. Reactants: C(C)C1(C=CC(NC1)=O)C(CC)=O (5-ethyl-5-(1-oxopropyl)-2-(1H)-pyridinone), Cl.CON (methoxyamine hydrochloride), N1=CC=CC=C1 (pyridine). Solvent: CCO (EtOH). Product: C(C)C1=C(C=CC(N1)=O)C(CC)=NOC (6-Ethyl-5-[1-(Methoxyimino)propyl]-2(1H)-pyridinone). Reaction SMILES: C([C:3]1([C:10](=O)[CH2:11][CH3:12])[CH2:8][NH:7][C:6](=[O:9])[CH:5]=[CH:4]1)C.Cl.[CH3:15][O:16][NH2:17].N1C=CC=[CH:20][CH:19]=1>CCO>[CH2:19]([C:8]1[NH:7][C:6](=[O:9])[CH:5]=[CH:4][C:3]=1[C:10](=[N:17][O:16][CH3:15])[CH2:11][CH3:12])[CH3:20] |f:1.2|. Reported procedure: A mixture of 5-ethyl-5-(1-oxopropyl)-2-(1H)-pyridinone (1.0 g, 0.0056 mol), methoxyamine hydrochloride (0.53 g, 0.0063 mol) and pyridine (3.0 ml) were heated and stirred at reflux for 48 hours in EtOH (30 ml). The reaction mixture was allowed to cool to room temperature and concentrated to a viscous liquid on the rotary evaporator at 60° C. The residue solidified on cooling. The solid was triturated with H2O (50 ml) and then collected by filtration to give 0.91 g, m.pt. 120°-125° C. One recrysta... Reactants: N(N)C=1CC(N(C2=C(N1)C=CC(=C2)Cl)C2=CC=CC=C2)=O (2-Hydrazino-7-chloro-4,5-dihydro-5-phenyl-3H-1,5-benzodiazepin-4-one), C(OCC)(OCC)OCC (triethyl orthoformate), S(O)(O)(=O)=O (sulfuric acid). Conditions: time 30 minute. Yields the product ClC=1C=CC2=C(N(C(CC=3N2C=NN3)=O)C3=CC=CC=C3)C1 (8-chloro-6-phenyl-4H-s-triazolo[4,3-a][1,5]benzodiazepine-5(6H)-one). RXN SMILES: [NH:1]([C:3]1[CH2:4][C:5](=[O:21])[N:6]([C:15]2[CH:20]=[CH:19][CH:18]=[CH:17][CH:16]=2)[C:7]2[CH:13]=[C:12]([Cl:14])[CH:11]=[CH:10][C:8]=2[N:9]=1)[NH2:2].[CH:22](OCC)(OCC)OCC.S(=O)(=O)(O)O>>[Cl:14][C:12]1[CH:11]=[CH:10][C:8]2[N:9]3[CH:22]=[N:2][N:1]=[C:3]3[CH2:4][C:5](=[O:21])[N:6]([C:15]3[CH:20]=[CH:19][CH:18]=[CH:17][CH:16]=3)[C:7]=2[CH:13]=1. Procedure: 2-Hydrazino-7-chloro-4,5-dihydro-5-phenyl-3H-1,5-benzodiazepin-4-one is heated with triethyl orthoformate and concentrated sulfuric acid. The mixture is stirred for 30 minutes to give 8-chloro-6-phenyl-4H-s-triazolo[4,3-a][1,5]benzodiazepine-5(6H)-one. The reactants are CO, CC1=C(C(=O)OCCC#N)C(c2cccc(Cl)c2)C(C(=O)N(C)CC=Cc2ccccc2)=C(C)N1, [K+], [Na+], [OH-], O=S(=O)([O-])O. Product: CC1=C(C(=O)O)C(c2cccc(Cl)c2)C(C(=O)N(C)CC=Cc2ccccc2)=C(C)N1. RXN SMILES: [CH3:44][OH:45].[Cl:1][c:2]1[cH:3][c:4]([CH:8]2[C:9]([C:29](=[O:30])[O:31][CH2:32][CH2:33][C:34]#[N:35])=[C:10]([CH3:28])[NH:11][C:12]([CH3:27])=[C:13]2[C:14]([N:15]([CH2:16][CH:17]=[CH:18][c:19]2[cH:20][cH:21][cH:22][cH:23][cH:24]2)[CH3:25])=[O:26])[cH:5][cH:6][cH:7]1.[K+:43].[Na+:37].[OH-:36].[S:38]([O-:39])([OH:40])(=[O:41])=[O:42]>>[Cl:1][c:2]1[cH:3][c:4]([CH:8]2[C:9]([C:29](=[O:30])[OH:31])=[C:10]([CH3:28])[NH:11][C:12]([CH3:27])=[C:13]2[C:14]([N:15]([CH2:16][CH:17]=[CH:18][c:19]2[cH:20][cH:21][cH:22][cH:23][cH:24]2)[CH3:25])=[O:26])[cH:5][cH:6][cH:7]1. Starting materials: SC1CCCCC1, O=C(c1ccc(Cl)nc1)N1Cc2cccn2Cc2ccccc21, [H-], [Na+], C1CCOC1. Product: O=C(c1ccc(SC2CCCCC2)nc1)N1Cc2cccn2Cc2ccccc21. As a reaction SMILES: [CH:3]1([SH:9])[CH2:4][CH2:5][CH2:6][CH2:7][CH2:8]1.[Cl:10][c:11]1[cH:12][cH:13][c:14]([C:17](=[O:18])[N:19]2[CH2:20][c:21]3[n:22]([cH:30][cH:31][cH:32]3)[CH2:23][c:24]3[c:25]2[cH:26][cH:27][cH:28][cH:29]3)[cH:15][n:16]1.[H-:1].[Na+:2].[O:33]1[CH2:34][CH2:35][CH2:36][CH2:37]1>>[CH:3]1([S:9][c:11]2[cH:12][cH:13][c:14]([C:17](=[O:18])[N:19]3[CH2:20][c:21]4[n:22]([cH:30][cH:31][cH:32]4)[CH2:23][c:24]4[c:25]3[cH:26][cH:27][cH:28][cH:29]4)[cH:15][n:16]2)[CH2:4][CH2:5][CH2:6][CH2:7][CH2:8]1. Reactants: FC(C=1C=C(C=CC1)N1C[C@@H]2[C@H](C1)[C@H](CC2)NC(OC(C)(C)C)=O)(F)F (tert-butyl(3aR,4S,6aS)-2-(3-(trifluoromethyl)phenyl)octahydrocyclopenta[c]pyrrol-4-ylcarbamate), Cl (hydrogen chloride), O1CCOCC1 (1,4-dioxane). The product is FC(C=1C=C(C=CC1)N1C[C@@H]2[C@H](C1)[C@H](CC2)N)(F)F ((3aR,4S,6aS)-2-[3-(trifluoromethyl)phenyl]octahydrocyclopenta[c]pyrrol-4-amine). Reaction SMILES: [F:1][C:2]([F:26])([F:25])[C:3]1[CH:4]=[C:5]([N:9]2[CH2:13][C@@H:12]3[C@@H:14]([NH:17]C(=O)OC(C)(C)C)[CH2:15][CH2:16][C@@H:11]3[CH2:10]2)[CH:6]=[CH:7][CH:8]=1.Cl.O1CCOCC1>>[F:26][C:2]([F:1])([F:25])[C:3]1[CH:4]=[C:5]([N:9]2[CH2:13][C@@H:12]3[C@@H:14]([NH2:17])[CH2:15][CH2:16][C@@H:11]3[CH2:10]2)[CH:6]=[CH:7][CH:8]=1. Procedure details: tert-Butyl(3aR,4S,6aS)-2-(3-(trifluoromethyl)phenyl)octahydrocyclopenta[c]pyrrol-4-ylcarbamate (29 mg, 0.078 mmol) from Step A was treated with 4 N hydrogen chloride in 1,4-dioxane (0.5 mL, 2 mmol) for 3 hours at room temperature. The solvent was removed under a stream of nitrogen and the residue basified with aqueous sodium bicarbonate and extracted with 2×2 mL of dichloromethane. The extracts were applied directly to a 12 g silica gel cartridge and purified with a gradient of 1-10% methanol in...